This data is from the Open Reaction Database (ORD), a public repository of structured organic reaction records. The task is: describe an organic reaction: reactants, conditions, products, and yield Starting materials: NC1=C(C(=CC(=C1)N)C)O (2,4-diamino-6-methyl-phenol), C(C)C(C([O-])([O-])[O-])(CC)CC (triethylorthoacetate). The solvent is C(C)(=O)O (acetic acid). Product: CC=1OC2=C(N1)C=C(C=C2C)N (2,7-dimethyl-benzoxazol-5-ylamine). Reaction SMILES: [NH2:1][C:2]1[CH:7]=[C:6]([NH2:8])[CH:5]=[C:4]([CH3:9])[C:3]=1[OH:10].[CH2:11](C(CC)(CC)C([O-])([O-])[O-])[CH3:12]>C(O)(=O)C>[CH3:11][C:12]1[O:10][C:3]2[C:4]([CH3:9])=[CH:5][C:6]([NH2:8])=[CH:7][C:2]=2[N:1]=1. Procedure details: 1.00 g (7.20 mmol) 2,4-diamino-6-methyl-phenol, 5.00 mL acetic acid and 15.0 mL (81.8 mmol) triethylorthoacetate were combined and refluxed. The reaction mixture was cooled to RT overnight and evaporated down. The residue was extracted with 0.5 N sodium hydroxide solution and EtOAc and the organic phase was evaporated down. The flask residue was triturated with diethyl ether and the precipitate formed was suction filtered. The mother liquor was evaporated down and the residue was purified by fla...